This data is from the Open Reaction Database (ORD), a public repository of structured organic reaction records. The task is: describe an organic reaction: reactants, conditions, products, and yield Reactants: CO, [H][H], NC(=O)c1[nH]c2cccnc2c1-c1ccc([N+](=O)[O-])cc1. Yields the product NC(=O)c1[nH]c2cccnc2c1-c1ccc(N)cc1. Reaction SMILES: [CH3:24][OH:25].[H:22][H:23].[N+:1]([O-:2])(=[O:3])[c:4]1[cH:5][cH:6][c:7](-[c:10]2[c:11]([C:19](=[O:20])[NH2:21])[nH:12][c:13]3[c:14]2[n:15][cH:16][cH:17][cH:18]3)[cH:8][cH:9]1>>[NH2:1][c:4]1[cH:5][cH:6][c:7](-[c:10]2[c:11]([C:19](=[O:20])[NH2:21])[nH:12][c:13]3[c:14]2[n:15][cH:16][cH:17][cH:18]3)[cH:8][cH:9]1. The reactants are OCC(=O)[C@@H](O)[C@H](O)[C@@H](O)CO (L-sorbose), ICl (iodine monochloride). Solvent: CC(=O)C (acetone). Conditions: temperature 60 celsius, time 6 hour. The product is CC1(OC[C@H]2[C@@H](O1)[C@H]3[C@@](O2)(OC(O3)(C)C)CO)C (2,3:4,6-di-O-isopropylidene-L-sorbofuranose). The yield is 150.9%. As a reaction SMILES: [OH:1][CH2:2][C:3]([C@H:5]([C@@H:7]([C@H:9]([CH2:11][OH:12])[OH:10])[OH:8])[OH:6])=[O:4].ICl>CC(C)=O>[CH3:2][C:3]1([CH3:5])[O:6][C@H:5]2[C@@H:7]3[O:8][C:9]([CH3:11])([CH3:7])[O:10][C@:9]3([CH2:11][OH:12])[O:4][C@H:3]2[CH2:2][O:1]1. Procedure: To 200 ml of acetone were added 10.0 g of L-sorbose and 81.5 mg of iodine monochloride and the mixture was refluxed with stirring in a water bath at 60° C. for 6 hours. During this reaction, the refluxing solvent was dried with 20 g of Molecular Sieves 3A interposed between the reaction vessel and the cooling jacket. The reaction mixture was then subjected to an after-treatment similar to that described in Example 11 to give 10.9 g (75.8%) of 2,3:4,6-di-O-isopropylidene-L-sorbofuranose (purity ≥... The reactants are C(=O)[C@H]1CN(C[C@@H]1C1=CC=CC=C1)[C@@H](C(=O)OCC1=CC=C(C=C1)OC)C1CCCC1 (2-(R)(3-(R)-Formyl-4-(S)-phenylpyrrolidin-1-yl)-2-(cyclopentyl)acetic acid, 4-(methoxy)benzyl ester), C1(=CC=CC=C1)CCCC1CCNCC1 (4-(3-phenylpropyl)piperidine), Cl (HCl). Yields the product C1(=CC=CC=C1)CCCC1CCN(CC1)C[C@H]1CN(C[C@@H]1C1=CC=CC=C1)[C@@H](C(=O)OCC1=CC=C(C=C1)OC)C1CCCC1 (2-(R)-(3-(S)-((4-(3-Phenylpropyl)piperidin-1-yl)methyl)-4-(S)-phenylpyrrolidin-1-yl)-2-(cyclopentyl)acetic acid, 4-(methoxy)benzyl ester). Yield: 82.1%. As a reaction SMILES: [CH:1]([C@@H:3]1[C@@H:7]([C:8]2[CH:13]=[CH:12][CH:11]=[CH:10][CH:9]=2)[CH2:6][N:5]([C@H:14]([CH:27]2[CH2:31][CH2:30][CH2:29][CH2:28]2)[C:15]([O:17][CH2:18][C:19]2[CH:24]=[CH:23][C:22]([O:25][CH3:26])=[CH:21][CH:20]=2)=[O:16])[CH2:4]1)=O.[C:32]1([CH2:38][CH2:39][CH2:40][CH:41]2[CH2:46][CH2:45][NH:44][CH2:43][CH2:42]2)[CH:37]=[CH:36][CH:35]=[CH:34][CH:33]=1.Cl>>[C:32]1([CH2:38][CH2:39][CH2:40][CH:41]2[CH2:42][CH2:43][N:44]([CH2:1][C@@H:3]3[C@@H:7]([C:8]4[CH:9]=[CH:10][CH:11]=[CH:12][CH:13]=4)[CH2:6][N:5]([C@H:14]([CH:27]4[CH2:31][CH2:30][CH2:29][CH2:28]4)[C:15]([O:17][CH2:18][C:19]4[CH:24]=[CH:23][C:22]([O:25][CH3:26])=[CH:21][CH:20]=4)=[O:16])[CH2:4]3)[CH2:45][CH2:46]2)[CH:37]=[CH:36][CH:35]=[CH:34][CH:33]=1. Procedure details: The title compound was prepared from 22 mg (0.053 mmol) of 2-(R)-(3-(R)-formyl-4-(S)-phenylpyrrolidin-1-yl)-2-(cyclopentyl)acetic acid, 4-(methoxy)benzyl ester (from EXAMPLE 15, Step E) and 13 mg (0.054 mmol) of 4-(3-phenylpropyl)piperidine.HCl using a procedure analogous to that described in EXAMPLE 1, Step J to provide 26.5 mg (81%) of the title compound: RF: 0.25 (4:1 v/v hexanes/EtOAc); 1H NMR (300 MHz) δ 1.18-1.95 (m, 18H), 2.21-2.89 (m, 11H), 3.14-3.29 (m, 4H), 3.80 (s, 3H), 5.09 (ABq, J=1... Starting materials: CN1CCN(C2CCN(C3CCc4ccc(N)cc4CC3)CC2)CC1, CS(=O)(=O)NC1CCCCC1Nc1nc(Cl)ncc1Cl. The product is CN1CCN(C2CCN(C3CCc4ccc(Nc5ncc(Cl)c(NC6CCCCC6NS(C)(=O)=O)n5)cc4CC3)CC2)CC1. As a reaction SMILES: [CH3:1][N:2]1[CH2:3][CH2:4][N:5]([CH:8]2[CH2:9][CH2:10][N:11]([CH:14]3[CH2:15][CH2:16][c:17]4[c:18]([cH:21][c:22]([NH2:25])[cH:23][cH:24]4)[CH2:19][CH2:20]3)[CH2:12][CH2:13]2)[CH2:6][CH2:7]1.[Cl:26][c:27]1[n:28][cH:29][c:30]([Cl:45])[c:31]([NH:33][CH:34]2[CH:35]([NH:40][S:41](=[O:42])(=[O:43])[CH3:44])[CH2:36][CH2:37][CH2:38][CH2:39]2)[n:32]1>>[CH3:1][N:2]1[CH2:3][CH2:4][N:5]([CH:8]2[CH2:9][CH2:10][N:11]([CH:14]3[CH2:15][CH2:16][c:17]4[c:18]([cH:21][c:22]([NH:25][c:27]5[n:28][cH:29][c:30]([Cl:45])[c:31]([NH:33][CH:34]6[CH:35]([NH:40][S:41](=[O:42])(=[O:43])[CH3:44])[CH2:36][CH2:37][CH2:38][CH2:39]6)[n:32]5)[cH:23][cH:24]4)[CH2:19][CH2:20]3)[CH2:12][CH2:13]2)[CH2:6][CH2:7]1. Reactants: ClC1=NC=CC=C1NC(C1=C(C=CC(=C1)CC=1C(C(=C(C(C1C)=O)OC)OC)=O)O)=O (N-(2-Chloropyridin-3-yl)-5-(5,6-dimethoxy-3-methyl-1,4-benzoquinon-2-yl)methyl-2-hydroxybenzamide), C[Si](C)(C)C=[N+]=[N-] (trimethylsilyldiazomethane). Run in CO (methanol). Yields the product ClC1=NC=CC=C1NC(C1=C(C=CC(=C1)CC=1C(C(=C(C(C1C)=O)OC)OC)=O)OC)=O (N-(2-Chloropyridin-3-yl)-5-(5,6-dimethoxy-3-methyl-1,4-benzoquinon-2-yl)methyl-2-methoxybenzamide). The yield is 99.0%. RXN SMILES: [Cl:1][C:2]1[C:7]([NH:8][C:9](=[O:31])[C:10]2[CH:15]=[C:14]([CH2:16][C:17]3[C:18](=[O:29])[C:19]([O:27][CH3:28])=[C:20]([O:25][CH3:26])[C:21](=[O:24])[C:22]=3[CH3:23])[CH:13]=[CH:12][C:11]=2[OH:30])=[CH:6][CH:5]=[CH:4][N:3]=1.[CH3:32][Si](C=[N+]=[N-])(C)C>CO>[Cl:1][C:2]1[C:7]([NH:8][C:9](=[O:31])[C:10]2[CH:15]=[C:14]([CH2:16][C:17]3[C:18](=[O:29])[C:19]([O:27][CH3:28])=[C:20]([O:25][CH3:26])[C:21](=[O:24])[C:22]=3[CH3:23])[CH:13]=[CH:12][C:11]=2[O:30][CH3:32])=[CH:6][CH:5]=[CH:4][N:3]=1. Procedure details: N-(2-Chloropyridin-3-yl)-5-(5,6-dimethoxy-3-methyl-1,4-benzoquinon-2-yl)methyl-2-hydroxybenzamide (0.050 g, 0.113 mmol) was dissolved in methanol (5 ml) and after adding thereto 10% trimethylsilyldiazomethane (hexane solution) (3.5 ml), the solution was stirred at room temperature for 2 hours. The reaction solution was concentrated and the obtained residue was recrystallized from a mixed solvent of ether and hexane (1:1) to obtain the titled compound (0.051 g, 0.112 mmol, 99%). Reactants: S1N=NC2=C1C(=CC=C2)C(=O)OC (methyl 1,2,3-benzothiadiazole-7-carboxylate), [H-].C(C(C)C)[Al+]CC(C)C (diisobutylaluminum hydride), Cl (hydrochloric acid), [OH-].[Na+] (sodium hydroxide). Run in O1CCCC1 (tetrahydrofuran), CCCCCC (hexane), O (water). Run at time 20 minute. The product is S1N=NC2=C1C(=CC=C2)CO (1,2,3-benzothiadiazol-7-ylmethanol). Yield: 96.4%. As a reaction SMILES: [S:1]1[C:5]2[C:6]([C:10](OC)=[O:11])=[CH:7][CH:8]=[CH:9][C:4]=2[N:3]=[N:2]1.[H-].C([Al+]CC(C)C)C(C)C.[OH-].[Na+].Cl>O1CCCC1.CCCCCC.O>[S:1]1[C:5]2[C:6]([CH2:10][OH:11])=[CH:7][CH:8]=[CH:9][C:4]=2[N:3]=[N:2]1 |f:1.2,3.4|. Procedure details: To a solution of methyl 1,2,3-benzothiadiazole-7-carboxylate (10.0 g, 51.5 mmol) in tetrahydrofuran (200 mL) was added a solution (1 M, 154 mL, 154 mmol) of diisobutylaluminum hydride in hexane at −78° C. and the mixture was stirred for 20 min. The mixture was stirred at room temperature for 1 hr, water and 1 M aqueous sodium hydroxide solution (20 mL) were added at 0° C., and the mixture was stirred at 0° C. for 10 min. To the reaction mixture was added 6 M hydrochloric acid (10 mL) and the mix...